Dataset: the Open Reaction Database (ORD), a public repository of structured organic reaction records. Task: describe an organic reaction: reactants, conditions, products, and yield The solvent is CO (methanol), CO (methanol). The reactants are C(=O)C1=C(C(OC)C2=CC(=NO2)C)C=CC=C1 (5-(2-formyl-α-methoxybenzyl)-3-methylisoxazole), FC(C1=CC=C(C=C1)C(C)=NN)(F)F (4'-(trifluoromethyl)acetophenone hydrazone). The yield is 55.4%. As a reaction SMILES: [CH:1]([C:3]1[CH:17]=[CH:16][CH:15]=[CH:14][C:4]=1[CH:5]([C:8]1[O:12][N:11]=[C:10]([CH3:13])[CH:9]=1)[O:6][CH3:7])=O.[F:18][C:19]([F:31])([F:30])[C:20]1[CH:25]=[CH:24][C:23]([C:26](=[N:28][NH2:29])[CH3:27])=[CH:22][CH:21]=1>CO>[CH3:7][O:6][CH:5]([C:8]1[O:12][N:11]=[C:10]([CH3:13])[CH:9]=1)[C:4]1[CH:14]=[CH:15][CH:16]=[CH:17][C:3]=1[CH:1]=[N:29][N:28]=[C:26]([C:23]1[CH:24]=[CH:25][C:20]([C:19]([F:18])([F:31])[F:30])=[CH:21][CH:22]=1)[CH3:27]. Procedure details: To 0.23 g (1 mmol) of 5-(2-formyl-α-methoxybenzyl)-3-methylisoxazole in 2 ml of methanol was added 0.22 g (1.1 mmol) of 4'-(trifluoromethyl)acetophenone hydrazone and stirred at room temperature for 3 hours. After completion of the reaction, methanol was concentrated under reduced pressure. The residue was purified by column chromatography on silica gel (ethyl acetate/n-hexane) to give 5-[α-methoxy-2-{4-(4-trifluoromethylphenyl)-2,3-diaza-1,3-pentadienyl}benzyl]-3-methylisoxazole (0.23 g, 55.4%)... Reaction conditions: time 3 hour. The product is COC(C1=C(C=CC=C1)C=NN=C(C)C1=CC=C(C=C1)C(F)(F)F)C1=CC(=NO1)C (5-[α-methoxy-2-{4-(4-trifluoromethylphenyl)-2,3-diaza-1,3-pentadienyl}benzyl]-3-methylisoxazole). The reactants are Br[Mg]c1ccccc1, COc1ccc(C2C[N+]([O-])=C3CCCCC32)cc1OC, C1CCOC1. Product: COc1ccc(C2CN(O)C3(c4ccccc4)CCCCC23)cc1OC. Reaction SMILES: [Br:1][Mg:2][c:3]1[cH:4][cH:5][cH:6][cH:7][cH:8]1.[CH3:9][O:10][c:11]1[cH:12][c:13]([CH:19]2[CH2:20][N+:21]([O-:28])=[C:22]3[CH2:23][CH2:24][CH2:25][CH2:26][CH:27]23)[cH:14][cH:15][c:16]1[O:17][CH3:18].[O:29]1[CH2:30][CH2:31][CH2:32][CH2:33]1>>[c:3]1([C:22]23[N:21]([OH:28])[CH2:20][CH:19]([c:13]4[cH:12][c:11]([O:10][CH3:9])[c:16]([O:17][CH3:18])[cH:15][cH:14]4)[CH:27]2[CH2:26][CH2:25][CH2:24][CH2:23]3)[cH:4][cH:5][cH:6][cH:7][cH:8]1. Reactants: CN(C)C=O (DMF), ClC1=C(C(=NC=C1)CO)OC (4-chloro-2-hydroxymethyl-3-methoxypyridine), S(=O)(Cl)Cl (thionyl chloride). Run in C(Cl)Cl (CH2Cl2). Reaction conditions: time 1.5 hour. Yields the product [Cl-].ClC1=C(C(=[NH+]C=C1)CCl)OC (4-chloro-2-chloromethyl-3-methoxypyridinium chloride). Reaction SMILES: [Cl:1][C:2]1[CH:7]=[CH:6][N:5]=[C:4]([CH2:8]O)[C:3]=1[O:10][CH3:11].CN(C=O)C.S(Cl)([Cl:19])=O>C(Cl)Cl>[Cl-:1].[Cl:1][C:2]1[CH:7]=[CH:6][NH+:5]=[C:4]([CH2:8][Cl:19])[C:3]=1[O:10][CH3:11] |f:4.5|. Procedure details: The resulting solution of 4-chloro-2-hydroxymethyl-3-methoxypyridine (−30% strength) was diluted with CH2Cl2 (48 L). DMF (65.5 g, 0.896 mol) was added in one portion and, then, thionyl chloride (11.1 kg, 93.2 mol) over 3-5 h at 15-30° C. After stirring for additional 1.5 h, about 45 L of solvents were distilled off. Toluene (20 L) was added and 20 L of solvents were again removed by distillation. Then, ethanol (1.5 L) was added to the resulting thick slurry. The solids were filtered off at 10-15... Reactants: BrC1=CC=C(C=C1)C (4-bromotoluene), C1(=CC=CC=C1)B(O)O (phenylboronic acid), C([O-])([O-])=O.[Na+].[Na+] (sodium cabonate), C(C)O (ethanol). The reagents and catalysts are C=1C=CC(=CC1)[P](C=2C=CC=CC2)(C=3C=CC=CC3)[Pd]([P](C=4C=CC=CC4)(C=5C=CC=CC5)C=6C=CC=CC6)([P](C=7C=CC=CC7)(C=8C=CC=CC8)C=9C=CC=CC9)[P](C=1C=CC=CC1)(C=1C=CC=CC1)C=1C=CC=CC1 (Pd(PPh3)4). The solvent is COCCOC (DME), O (water), O (water). Yields the product CC1=CC=C(C=C1)C1=CC=CC=C1 (4-Methylbiphenyl). Isolated yield 55.0%. Reaction SMILES: Br[C:2]1[CH:7]=[CH:6][C:5]([CH3:8])=[CH:4][CH:3]=1.[C:9]1(B(O)O)[CH:14]=[CH:13]C=[CH:11][CH:10]=1.[C:18](=O)([O-])[O-].[Na+].[Na+].C(O)C>C1C=CC([P]([Pd]([P](C2C=CC=CC=2)(C2C=CC=CC=2)C2C=CC=CC=2)([P](C2C=CC=CC=2)(C2C=CC=CC=2)C2C=CC=CC=2)[P](C2C=CC=CC=2)(C2C=CC=CC=2)C2C=CC=CC=2)(C2C=CC=CC=2)C2C=CC=CC=2)=CC=1.O.COCCOC>[CH3:18][C:2]1[CH:7]=[CH:6][C:5]([C:8]2[CH:13]=[CH:14][CH:9]=[CH:10][CH:11]=2)=[CH:4][CH:3]=1 |f:2.3.4,^1:30,32,51,70|. Procedure: Table 1, Entry 10. In the reaction tube were mixed 4-bromotoluene (0.171 g, 1.0 mmol), phenylboronic acid (0.134 g, 1.1 mmol), Pd(PPh3)4 (0.0347 g, 0.030 mmol), sodium cabonate (0.212 g, 2.0 mmol), 0.187 ml 95% ethanol, 0.375 ml water and 0.75 ml DME.under nitrogen. The contents of the flask were irradiated for 2.50 min with an effect of 55 W. After cooling, the product mixture was poured into 25 ml water and was extracted three times with 25 ml DCM. The combined extracts were washed with 25 ml ... The reactants are CC(=O)OI1(C=2C=CC=CC2C(=O)O1)(OC(=O)C)OC(=O)C (Dess-Martin periodinane), OCCCC1=NC(=NC(=C1)C1=CC(=C(C=C1)C)C)C#N (4-(3-hydroxy-propyl)-6-(3,4-dimethylphenyl)-pyrimidine-2-carbonitrile). Solvent: ClCCl (dichloromethane). Conditions: time 45 minute. The product is O=CCCC1=NC(=NC(=C1)C1=CC(=C(C=C1)C)C)C#N (4-(3-oxo-propyl)-6-(3,4-dimethylphenyl)-pyrimidine-2-carbonitrile). Yield: 95.7%. As a reaction SMILES: CC(OI1(OC(C)=O)(OC(C)=O)OC(=O)C2C=CC=CC1=2)=O.[OH:23][CH2:24][CH2:25][CH2:26][C:27]1[CH:32]=[C:31]([C:33]2[CH:38]=[CH:37][C:36]([CH3:39])=[C:35]([CH3:40])[CH:34]=2)[N:30]=[C:29]([C:41]#[N:42])[N:28]=1>ClCCl>[O:23]=[CH:24][CH2:25][CH2:26][C:27]1[CH:32]=[C:31]([C:33]2[CH:38]=[CH:37][C:36]([CH3:39])=[C:35]([CH3:40])[CH:34]=2)[N:30]=[C:29]([C:41]#[N:42])[N:28]=1. Procedure details: Dess-Martin periodinane (4.2 g) was added to a solution of 4-(3-hydroxy-propyl)-6-(3,4-dimethylphenyl)-pyrimidine-2-carbonitrile (2.0 g) in dichloromethane (100 mL), and the resulting suspension stirred at room temperature for 45 min. The mixture was then washed with water (3×100 mL), dried over sodium sulphate, and evaporated at reduced pressure. The residue was flashed on silica gel using Petrol/EtOAc (2:1) to afford 4-(3-oxo-propyl)-6-(3,4-dimethylphenyl)-pyrimidine-2-carbonitrile as a white ... Reactants: CC(=O)OC(C)=O, Cl, O=Cc1cc([N+](=O)[O-])cs1, NO, c1ccncc1. Yields the product N#Cc1cc([N+](=O)[O-])cs1. Reaction SMILES: [CH3:1][C:2]([O:3][C:4](=[O:5])[CH3:6])=[O:7].[ClH:18].[N+:8](=[O:9])([O-:10])[c:11]1[cH:12][c:13]([CH:16]=[O:17])[s:14][cH:15]1.[NH2:19][OH:20].[cH:21]1[cH:22][cH:23][n:24][cH:25][cH:26]1>>[N+:8](=[O:9])([O-:10])[c:11]1[cH:12][c:13]([C:16]#[N:19])[s:14][cH:15]1. Reactants: C1(CCCC1)C=O (cyclopentanecarbaldehyde), C(CCC)[Li] (n-butyllithium), CCCCCC (n-hexane), C1(=CC=CC=C1)S(=O)(=O)N1C=CC=2C1=NC=C(C2)C (1-benzenesulfonyl-5-methyl-1H-pyrrolo[2,3-b]pyridine). Solvent: O1CCCC1 (tetrahydrofuran). Reaction conditions: temperature -78 celsius, time 5 minute. Yields the product C1(=CC=CC=C1)S(=O)(=O)N1C(=CC=2C1=NC=C(C2)C)C(CC2CCCC2)O (1-(1-benzenesulfonyl-5-methyl-1H-pyrrolo[2,3-b]pyridin-2-yl)-2-cyclopentyl-ethanol). The yield is 53.0%. As a reaction SMILES: [C:1]1([S:7]([N:10]2[C:14]3=[N:15][CH:16]=[C:17]([CH3:19])[CH:18]=[C:13]3[CH:12]=[CH:11]2)(=[O:9])=[O:8])[CH:6]=[CH:5][CH:4]=[CH:3][CH:2]=1.[CH2:20]([Li])[CH2:21][CH2:22][CH3:23].[CH3:25][CH2:26][CH2:27]CCC.C1(C=[O:37])CCCC1>O1CCCC1>[C:1]1([S:7]([N:10]2[C:14]3=[N:15][CH:16]=[C:17]([CH3:19])[CH:18]=[C:13]3[CH:12]=[C:11]2[CH:20]([OH:37])[CH2:21][CH:22]2[CH2:23][CH2:27][CH2:26][CH2:25]2)(=[O:9])=[O:8])[CH:6]=[CH:5][CH:4]=[CH:3][CH:2]=1. Procedure: To a suspension of 1-benzenesulfonyl-5-methyl-1H-pyrrolo[2,3-b]pyridine (4.2 g, 15.4 mmol) in dry tetrahydrofuran (200 mL) at −78° C. was added a solution of n-butyllithium in n-hexane (2.5 M, 9.3 mL, 23.2 mmol) dropwise. The mixture was stirred at −78° C. for 5 min and then treated with cyclopentanecarbaldehyde (3.45 g, 30.8 mmol) dropwise. The resulting mixture was stirred at −78° C. for 1 h and quenched with brine. The mixture was extracted with ethyl acetate (2×200 mL), washed with brine, dr... Starting materials: C1(=CC=CC=C1)C=1OC(=CC(C1C(=O)OCC)=O)C1=CC=CC=C1 (2,6-diphenyl-3-ethoxycarbonyl-pyr-4-one), C(C)(=O)O (acetic acid), C(CC)N (n-propylamine), Cl (HCl). Solvent: O (water), O (water), CO (methanol), O (water). The product is C(CC)N1C(=C(C(=O)O)C(C=C1C1=CC=CC=C1)=O)C1=CC=CC=C1 (1-propyl-2,6-diphenyl-4-oxonicotinic acid). The yield is 36.0%. As a reaction SMILES: [C:1]1([C:7]2O[C:9]([C:19]3[CH:24]=[CH:23][CH:22]=[CH:21][CH:20]=3)=[CH:10][C:11](=[O:18])[C:12]=2[C:13]([O:15]CC)=[O:14])[CH:6]=[CH:5][CH:4]=[CH:3][CH:2]=1.C(O)(=O)C.[CH2:29]([NH2:32])[CH2:30][CH3:31].Cl>O.CO>[CH2:29]([N:32]1[C:9]([C:19]2[CH:20]=[CH:21][CH:22]=[CH:23][CH:24]=2)=[CH:10][C:11](=[O:18])[C:12]([C:13]([OH:15])=[O:14])=[C:7]1[C:1]1[CH:2]=[CH:3][CH:4]=[CH:5][CH:6]=1)[CH2:30][CH3:31]. Reported procedure: 4.0 gms of 2,6-diphenyl-3-ethoxycarbonyl-pyr-4-one, 50 mls of glacial acetic acid were mixed. 8.1 gms of n-propylamine and 6 mls of water was added slowly at room temperature. After 3 hours an additional 14 mls of water, 12 mls of 6% HCl and enough methanol to bring everything into solution, was added. The next day this acidic reaction misture was poured into water and extracted with methylene chloride (2×100 mls). Evaporation of the organic extracts yield 4.4 gms of crude nicotinate ester which...